This data is from the Open Reaction Database (ORD), a public repository of structured organic reaction records. The task is: describe an organic reaction: reactants, conditions, products, and yield Reactants: C(C)(C)(C)OC(NC1=CC=C(C=2SC3=CC=CC=C3CC12)B1OC(C(O1)(C)C)(C)C)=O ([4-(4,4,5,5-Tetramethyl-[1,3,2]dioxaborolan-2-yl)-9H-thioxanthen-1-yl]-carbamic acid tert-butyl ester), ClC=1OC(=CC(C1)=O)N1CCOCC1 (2-Chloro-6-morpholin-4-yl-pyran-4-one), C(=O)([O-])[O-].[K+].[K+] (K2CO3). Run in O1CCOCC1 (dioxane). Conditions: temperature 100 celsius. Product: C(C)(C)(C)OC(NC1=CC=C(C=2SC3=CC=CC=C3CC12)C=1OC(=CC(C1)=O)N1CCOCC1)=O ([4-(6-Morpholin-4-yl-4-oxo-4H-pyran-2-yl)-9H-thioxanthen-1-yl]-carbamic acid tert-butyl ester). As a reaction SMILES: [C:1]([O:5][C:6](=[O:31])[NH:7][C:8]1[C:21]2[CH2:20][C:19]3[C:14](=[CH:15][CH:16]=[CH:17][CH:18]=3)[S:13][C:12]=2[C:11](B2OC(C)(C)C(C)(C)O2)=[CH:10][CH:9]=1)([CH3:4])([CH3:3])[CH3:2].Cl[C:33]1[O:34][C:35]([N:40]2[CH2:45][CH2:44][O:43][CH2:42][CH2:41]2)=[CH:36][C:37](=[O:39])[CH:38]=1.C([O-])([O-])=O.[K+].[K+]>O1CCOCC1>[C:1]([O:5][C:6](=[O:31])[NH:7][C:8]1[C:21]2[CH2:20][C:19]3[C:14](=[CH:15][CH:16]=[CH:17][CH:18]=3)[S:13][C:12]=2[C:11]([C:33]2[O:34][C:35]([N:40]3[CH2:41][CH2:42][O:43][CH2:44][CH2:45]3)=[CH:36][C:37](=[O:39])[CH:38]=2)=[CH:10][CH:9]=1)([CH3:2])([CH3:3])[CH3:4] |f:2.3.4|. Procedure: [4-(4,4,5,5-Tetramethyl-[1,3,2]dioxaborolan-2-yl)-9H-thioxanthen-1-yl]-carbamic acid tert-butyl ester (2.90 g, 6.50 mmol) was introduced to a solution of 2-Chloro-6-morpholin-4-yl-pyran-4-one (3)(1.4 g, 6.50 mmol) in anhydrous dioxane (6 mL). Powdered K2CO3 (2.01 g, 14.50 mmol) was added and the mixture degassed (sonication for 20 mins then saturated with N2). To the degassed solution was added Tetrakis (triphenylphosphine) palladium (0.39 g) before it was degassed for a further 20 minutes. A re... Reactants: Nc1cccc(Cl)c1, OCCN(CCO)CCO, O=S(=O)(O)O, [Ta]. Product: OCCN1CCN(c2cccc(Cl)c2)CC1. As a reaction SMILES: [Cl:1][c:2]1[cH:3][c:4]([NH2:5])[cH:6][cH:7][cH:8]1.[OH:9][CH2:10][CH2:11][N:12]([CH2:13][CH2:14][OH:18])[CH2:16][CH2:17][OH:15].[S:19](=[O:20])(=[O:21])([OH:22])[OH:23].[Ta:24]>>[Cl:1][c:2]1[cH:3][c:4]([N:5]2[CH2:14][CH2:13][N:12]([CH2:11][CH2:10][OH:9])[CH2:16][CH2:17]2)[cH:6][cH:7][cH:8]1. Reactants: CCCC[N+](CCCC)(CCCC)CCCC, Cc1ccccc1, [F-], CC1(C)COC(CSC(C(=O)N2C(=O)OCC2c2ccccc2)C(Nc2ccc(F)cc2)c2ccc(OCC(=O)OC(C)(C)C)cc2)(c2ccc3c(c2)OCO3)OC1, O, O, O. The product is CC1(C)COC(CSC2C(=O)N(c3ccc(F)cc3)C2c2ccc(OCC(=O)OC(C)(C)C)cc2)(c2ccc3c(c2)OCO3)OC1. Reaction SMILES: [CH2:63]([N+:64]([CH2:65][CH2:66][CH2:67][CH3:68])([CH2:69][CH2:70][CH2:71][CH3:72])[CH2:73][CH2:74][CH2:75][CH3:76])[CH2:77][CH2:78][CH3:79].[CH3:80][c:81]1[cH:82][cH:83][cH:84][cH:85][cH:86]1.[F-:62].[O:1]1[CH2:2][O:3][c:4]2[c:5]1[cH:6][cH:7][c:8]([C:10]1([CH2:18][S:19][CH:20]([CH:21]([NH:22][c:23]3[cH:24][cH:25][c:26]([F:29])[cH:27][cH:28]3)[c:30]3[cH:31][cH:32][c:33]([O:34][CH2:35][C:36](=[O:37])[O:38][C:39]([CH3:40])([CH3:41])[CH3:42])[cH:43][cH:44]3)[C:45]([N:46]3[CH:47]([c:48]4[cH:49][cH:50][cH:51][cH:52][cH:53]4)[CH2:54][O:55][C:56]3=[O:57])=[O:58])[O:11][CH2:12][C:13]([CH3:16])([CH3:17])[CH2:14][O:15]1)[cH:9]2.[OH2:59].[OH2:60].[OH2:61]>>[O:1]1[CH2:2][O:3][c:4]2[c:5]1[cH:6][cH:7][c:8]([C:10]1([CH2:18][S:19][CH:20]3[CH:21]([c:30]4[cH:31][cH:32][c:33]([O:34][CH2:35][C:36](=[O:37])[O:38][C:39]([CH3:40])([CH3:41])[CH3:42])[cH:43][cH:44]4)[N:22]([c:23]4[cH:24][cH:25][c:26]([F:29])[cH:27][cH:28]4)[C:45]3=[O:58])[O:11][CH2:12][C:13]([CH3:16])([CH3:17])[CH2:14][O:15]1)[cH:9]2. The reactants are ClC1=CC=C(C(C(=O)O)=C1)O (5-chlorosalicylic acid), FC(C1=C(N)C=CC=C1)(F)F (2-(trifluoromethyl)aniline), raw materials. Product: ClC=1C=CC(=C(C(=O)NC2=C(C=CC=C2)C(F)(F)F)C1)O (5-Chloro-2-hydroxy-N-[2-(trifluoromethyl)phenyl]benzamide). Yield: 58.0%. As a reaction SMILES: [Cl:1][C:2]1[CH:10]=[C:6]([C:7]([OH:9])=O)[C:5]([OH:11])=[CH:4][CH:3]=1.[F:12][C:13]([F:22])([F:21])[C:14]1[CH:20]=[CH:19][CH:18]=[CH:17][C:15]=1[NH2:16]>>[Cl:1][C:2]1[CH:3]=[CH:4][C:5]([OH:11])=[C:6]([CH:10]=1)[C:7]([NH:16][C:15]1[CH:17]=[CH:18][CH:19]=[CH:20][C:14]=1[C:13]([F:12])([F:21])[F:22])=[O:9]. Reported procedure: Using 5-chlorosalicylic acid and 2-(trifluoromethyl)aniline as the raw materials, the same operation as the example 16 gave the title compound.